This data is from the Open Reaction Database (ORD), a public repository of structured organic reaction records. The task is: describe an organic reaction: reactants, conditions, products, and yield The reactants are FC=1C=C2C(C(=CN(C2=CC1F)C(C)(C)C)C(=O)OCC)=O (ethyl 6,7-difluoro-1,4-dihydro-1-(1,1-dimethylethyl)-4-oxo-3-quinolinecarboxylate), C1(CC1)NC[C@H]1CNC[C@H]1F ((3R,4S)-3-cyclopropylaminomethyl-4-fluoropyrrolidine). The product is C1(CC1)NC[C@H]1CN(C[C@H]1F)C1=C(C=C2C(C(=CN(C2=C1)C(C)(C)C)C(=O)O)=O)F (7-[(3S,4S)-3-cyclopropylaminomethyl-4-fluoro-1-pyrrolidinyl]-6-fluoro-1,4-dihydro-1-(1,1-dimethylethyl)-4-oxo-3-quinolinecarboxylic acid). Isolated yield 21.8%. As a reaction SMILES: [F:1][C:2]1[CH:3]=[C:4]2[C:9](=[CH:10][C:11]=1F)[N:8]([C:13]([CH3:16])([CH3:15])[CH3:14])[CH:7]=[C:6]([C:17]([O:19]CC)=[O:18])[C:5]2=[O:22].[CH:23]1([NH:26][CH2:27][C@@H:28]2[C@H:32]([F:33])[CH2:31][NH:30][CH2:29]2)[CH2:25][CH2:24]1>>[CH:23]1([NH:26][CH2:27][C@@H:28]2[C@H:32]([F:33])[CH2:31][N:30]([C:11]3[CH:10]=[C:9]4[C:4]([C:5](=[O:22])[C:6]([C:17]([OH:19])=[O:18])=[CH:7][N:8]4[C:13]([CH3:14])([CH3:16])[CH3:15])=[CH:3][C:2]=3[F:1])[CH2:29]2)[CH2:25][CH2:24]1. Reported procedure: Using ethyl 6,7-difluoro-1,4-dihydro-1-(1,1-dimethylethyl)-4-oxo-3-quinolinecarboxylate (309 mg) and (3R,4S)-3-cyclopropylaminomethyl-4-fluoropyrrolidine (174 mg), the same procedure was followed as in Example 40 to give 7-[(3S,4S)-3-cyclopropylaminomethyl-4-fluoro-1-pyrrolidinyl]-6-fluoro-1,4-dihydro-1-(1,1-dimethylethyl)-4-oxo-3-quinolinecarboxylic acid as pale yellow crystals (91.3 mg). The reactants are CN (methylamine), C1(=CC=CC=C1)C1=CC(=CC=2C=C(OC21)CN2C(C1=CC=CC=C1C2=O)=O)Cl (2-[(7-phenyl-5-chloro-1-benzofuran-2-yl)methyl]-1H-isoindole-1,3(2H)-dione), Cl (hydrogen chloride). Run in C(C)(C)O (isopropanol), C(C)O (ethanol). Reaction conditions: temperature 70 celsius, time 1 hour. The product is ClC=1C=C(C2=C(C=C(O2)CN)C1)C1=CC=CC=C1 ([(5-chloro-7-phenyl-1-benzofuran-2-yl)methyl]amine). Yield: 65.0%. Reaction SMILES: [C:1]1([C:7]2[C:15]3[O:14][C:13]([CH2:16][N:17]4C(=O)C5C(=CC=CC=5)C4=O)=[CH:12][C:11]=3[CH:10]=[C:9]([Cl:28])[CH:8]=2)[CH:6]=[CH:5][CH:4]=[CH:3][CH:2]=1.CN.Cl>C(O)C.C(O)(C)C>[Cl:28][C:9]1[CH:8]=[C:7]([C:1]2[CH:2]=[CH:3][CH:4]=[CH:5][CH:6]=2)[C:15]2[O:14][C:13]([CH2:16][NH2:17])=[CH:12][C:11]=2[CH:10]=1. Reported procedure: To a suspension of 2-[(7-phenyl-5-chloro-1-benzofuran-2-yl)methyl]-1H-isoindole-1,3(2H)-dione (0.382 g, 0.985 minol) in ethanol (10 mL) was added the methylamine (33% in ethanol, 20 mL) and the reaction mixture was heated to 70° C. and allowed to stir for 1 h. The reaction mixture was allowed to cool to room temperature and the solvent removed in vacuo. The residue was dissolved in ethyl acetate (50 mL) and washed with water (2×20 mL), saturated aqueous sodium bicarbonate (20 mL), saturated aque... Run at time 1 hour. Reactants: NaH2PO4, [Cl-].[Na+] (sodium chloride), COC(=O)C=1SC(=CC1C)C=O (5-formyl-3-methyl-thiophene-2-carboxylic acid methyl ester), CC(C)=CC (2-methyl-2-butene), O1CCOCC1 (dioxane), Na2ClO2. Procedure details: To a solution of 5-formyl-3-methyl-thiophene-2-carboxylic acid methyl ester (3.2 g, 17.4 mmol) in dioxane (20 ml) was added 2-methyl-2-butene (15 ml) and a solution of Na2ClO2 (4.71 g, 52.1 mmol) and NaH2PO4 (4.71 g, 39.2 mmol) in water (15 ml). The mixture was stirred at rt for 1 h. The solution was saturated with sodium chloride, then successively extracted with EtOAc and dichloromethane. The combined organic layers were dried over Na2SO4 and concentrated under reduced pressure to afford the d... Reaction SMILES: [CH3:1][O:2][C:3]([C:5]1[S:6][C:7]([CH:11]=[O:12])=[CH:8][C:9]=1[CH3:10])=[O:4].CC(=CC)C.[Cl-].[Na+].[O:20]1CCOCC1>O>[CH3:1][O:2][C:3]([C:5]1[S:6][C:7]([C:11]([OH:20])=[O:12])=[CH:8][C:9]=1[CH3:10])=[O:4] |f:2.3|. Solvent: O (water). The product is COC(=O)C=1SC(=CC1C)C(=O)O (3-methyl-thiophene-2,5-dicarboxylic acid 2-methyl ester). Yield: 90.0%.